This data is from the Open Reaction Database (ORD), a public repository of structured organic reaction records. The task is: describe an organic reaction: reactants, conditions, products, and yield Starting materials: C(C)(C)(C)OC(=O)N1[C@@H](CCCC1)CCOC1=C(C(NC2=CC(=C(C=C12)NC(=O)NC1CC1)Cl)=O)C1=CC(=CC(=C1)C)C ((S)-2-{2-[7-chloro-6-(3-cyclopropylureido)-3-(3,5-dimethylphenyl)-2-oxo-1,2-dihydro-quinolin-4-yloxy]-ethyl}-piperidine-1-carboxylic acid tert-butyl ester). Reagents/catalysts: C1(=CC=CC=C1)OC (anisole). The solvent is FC(C(=O)O)(F)F (trifluoroacetic acid). The product is ClC1=C(C=C2C(=C(C(NC2=C1)=O)C1=CC(=CC(=C1)C)C)OCC[C@H]1NCCCC1)NC(=O)NC1CC1 ((S)-1-[7-chloro-3-(3,5-dimethylphenyl)-2-oxo-4-(2-piperidin-2-yl-ethoxy)-1,2-dihydroquinolin-6-yl]-3-cyclopropylurea). Isolated yield 87.8%. Reaction SMILES: C(OC([N:8]1[CH2:13][CH2:12][CH2:11][CH2:10][C@H:9]1[CH2:14][CH2:15][O:16][C:17]1[C:26]2[C:21](=[CH:22][C:23]([Cl:34])=[C:24]([NH:27][C:28]([NH:30][CH:31]3[CH2:33][CH2:32]3)=[O:29])[CH:25]=2)[NH:20][C:19](=[O:35])[C:18]=1[C:36]1[CH:41]=[C:40]([CH3:42])[CH:39]=[C:38]([CH3:43])[CH:37]=1)=O)(C)(C)C>C1(OC)C=CC=CC=1.FC(F)(F)C(O)=O>[Cl:34][C:23]1[CH:22]=[C:21]2[C:26]([C:17]([O:16][CH2:15][CH2:14][C@@H:9]3[CH2:10][CH2:11][CH2:12][CH2:13][NH:8]3)=[C:18]([C:36]3[CH:41]=[C:40]([CH3:42])[CH:39]=[C:38]([CH3:43])[CH:37]=3)[C:19](=[O:35])[NH:20]2)=[CH:25][C:24]=1[NH:27][C:28]([NH:30][CH:31]1[CH2:32][CH2:33]1)=[O:29]. Procedure: To a solution of (S)-2-{2-[7-chloro-6-(3-cyclopropylureido)-3-(3,5-dimethylphenyl)-2-oxo-1,2-dihydro-quinolin-4-yloxy]-ethyl}-piperidine-1-carboxylic acid tert-butyl ester (615 mg in 10 mL dry methylene chloride) was added 10 drops of anisole followed by 10 mL of trifluoroacetic acid and the mixture stirred at room temperature. After 1 hour the solvents were removed in vacuo and the resulting residue purified by flash chromatography on silica gel (chloroform:10% ammonium hydroxide in methanol, 9... Starting materials: COC1=CC=C(C=C1)S(=O)(=O)N([C@@H](C(=O)OC(C)(C)C)C(C)C)CC=1C=NC=CC1 (t-Butyl 2(R)-[[4-methoxybenzenesulfonyl](3-picolyl)amino]-3-methylbutanoate), C(Cl)Cl (methylene chloride). Run at temperature -10 celsius, time 4 hour. The product is Cl.COC1=CC=C(C=C1)S(=O)(=O)N([C@@H](C(=O)O)C(C)C)CC=1C=NC=CC1 (2(R)-[[4-methoxybenzenesulfonyl](3-picolyl)amino]-3-methyl-butanoic acid hydrochloride). As a reaction SMILES: [CH3:1][O:2][C:3]1[CH:8]=[CH:7][C:6]([S:9]([N:12]([CH2:24][C:25]2[CH:26]=[N:27][CH:28]=[CH:29][CH:30]=2)[C@H:13]([CH:21]([CH3:23])[CH3:22])[C:14]([O:16]C(C)(C)C)=[O:15])(=[O:11])=[O:10])=[CH:5][CH:4]=1.C(Cl)[Cl:32]>>[ClH:32].[CH3:1][O:2][C:3]1[CH:8]=[CH:7][C:6]([S:9]([N:12]([CH2:24][C:25]2[CH:26]=[N:27][CH:28]=[CH:29][CH:30]=2)[C@H:13]([CH:21]([CH3:23])[CH3:22])[C:14]([OH:16])=[O:15])(=[O:10])=[O:11])=[CH:5][CH:4]=1 |f:2.3|. Procedure: t-Butyl 2(R)-[[4-methoxybenzenesulfonyl](3-picolyl)amino]-3-methylbutanoate (5.3 g, 12.2 mmol) is dissolved in methylene chloride (150 mL) and cooled to -10° C. Hydrochloric acid gas is bubbled into the solution for 10 minutes. The reaction mixture is then sealed, warmed to room temperature and stirred for 4 hours. The solvent is then evaporated to provide 2(R)-[[4-methoxybenzenesulfonyl](3-picolyl)amino]-3-methyl-butanoic acid hydrochloride. RXN SMILES: [C:1]([C:5]1[CH:12]=[CH:11][C:8]([CH:9]=O)=[CH:7][CH:6]=1)([CH3:4])([CH3:3])[CH3:2].[NH2:13][CH2:14][CH:15]([C:17]1[CH:22]=[CH:21][C:20]([Cl:23])=[CH:19][CH:18]=1)[OH:16].[BH4-].[Na+]>CO.O.CCOC(C)=O>[C:1]([C:5]1[CH:12]=[CH:11][C:8]([CH2:9][NH:13][CH2:14][CH:15]([C:17]2[CH:22]=[CH:21][C:20]([Cl:23])=[CH:19][CH:18]=2)[OH:16])=[CH:7][CH:6]=1)([CH3:4])([CH3:3])[CH3:2] |f:2.3,5.6|. Yields the product C(C)(C)(C)C1=CC=C(CNCC(O)C2=CC=C(C=C2)Cl)C=C1 ([rac]-(4-tert-butyl-benzyl)-[2-(4-chloro-phenyl)-2-hydroxy-ethyl]-amine). Reported procedure: 1 ml of 4-tert-butylbenzaldehyde (6.15 mmol) and 960 mg of [rac]-2-amino-1-(4-chloro -phenyl)-ethanol (estimated 4.1 mmol) were dissolved in 40 ml methanol at rt, and after stirring for 5 min at rt, were refluxed for 2 h. After cooling down to rt, 310 mg (8.2 mmol) of sodium borohydride were added and after stirring for 15 min at rt, the reaction mixture was then refluxed for 2 h. After cooling down to rt, the residue was diluted with water/EtOAc. After separation of the organic phase, the aqueo... Solvent: O.CCOC(=O)C (water EtOAc), CO (methanol). The reactants are C(C)(C)(C)C1=CC=C(C=O)C=C1 (4-tert-butylbenzaldehyde), NCC(O)C1=CC=C(C=C1)Cl ([rac]-2-amino-1-(4-chloro -phenyl)-ethanol), [BH4-].[Na+] (sodium borohydride). Run at time 5 minute. Starting materials: CSC(=N)c1cccs1, CN(C)CCCc1c[nH]c2ccc(N)cc12, CCO, CO, ClCCl, Cl, I, N. Reaction SMILES: [CH3:18][S:19][C:20](=[NH:21])[c:22]1[s:23][cH:24][cH:25][cH:26]1.[CH3:1][N:2]([CH2:3][CH2:4][CH2:5][c:6]1[cH:7][nH:8][c:9]2[cH:10][cH:11][c:12]([NH2:15])[cH:13][c:14]12)[CH3:16].[CH3:29][CH2:30][OH:31].[CH3:32][OH:33].[Cl:34][CH2:35][Cl:36].[ClH:28].[IH:17].[NH3:27]>>[CH3:1][N:2]([CH2:3][CH2:4][CH2:5][c:6]1[cH:7][nH:8][c:9]2[cH:10][cH:11][c:12]([NH:15][C:20](=[NH:21])[c:22]3[s:23][cH:24][cH:25][cH:26]3)[cH:13][c:14]12)[CH3:16]. Yields the product CN(C)CCCc1c[nH]c2ccc(NC(=N)c3cccs3)cc12. The reactants are CCO, Cl, CC(=O)NCCCn1c(C)nc2c(N)nc(C)c(C)c21. Yields the product Cc1nc(N)c2nc(C)n(CCCN)c2c1C. As a reaction SMILES: [CH3:22][CH2:23][OH:24].[ClH:1].[NH2:2][c:3]1[n:4][c:5]([CH3:21])[c:6]([CH3:20])[c:7]2[c:8]1[n:9][c:10]([CH3:19])[n:11]2[CH2:12][CH2:13][CH2:14][NH:15][C:16](=[O:17])[CH3:18]>>[NH2:2][c:3]1[n:4][c:5]([CH3:21])[c:6]([CH3:20])[c:7]2[c:8]1[n:9][c:10]([CH3:19])[n:11]2[CH2:12][CH2:13][CH2:14][NH2:15]. Reported procedure: To a stirred solution of 2-(1H-tetrazol-1-yl)acetic acid 3 (1 gm, 7.81 mmol) in benzene (20 mL) was added oxalyl chloride (1.5 g, 11.81 mmol) and a catalytic amount of DMF. The reaction mixture was stirred at room temperature for 3 hrs. The reaction mixture was concentrated under vacuum and the crude acid chloride 4 obtained was used for the next step without any purification. Reactants: N1(N=NN=C1)CC(=O)O (2-(1H-tetrazol-1-yl)acetic acid), C(C(=O)Cl)(=O)Cl (oxalyl chloride), CN(C)C=O (DMF). Yields the product N1(N=NN=C1)CC(=O)Cl (2-(1H-tetrazol-1-yl)acetyl chloride). Run in C1=CC=CC=C1 (benzene). RXN SMILES: [N:1]1([CH2:6][C:7]([OH:9])=O)[CH:5]=[N:4][N:3]=[N:2]1.C(Cl)(=O)C([Cl:13])=O.CN(C=O)C>C1C=CC=CC=1>[N:1]1([CH2:6][C:7]([Cl:13])=[O:9])[CH:5]=[N:4][N:3]=[N:2]1. Conditions: time 3 hour.